From a dataset of the Open Reaction Database (ORD), a public repository of structured organic reaction records. describe an organic reaction: reactants, conditions, products, and yield The reactants are N1C(=NC=C1)CN1C2=C(OCC1=O)N=C(C(=C2)C2=CC=CC=C2)C2=CC=C(C=C2)C2(CCC2)N (1-((1H-imidazol-2-yl)methyl)-6-(4-(1-aminocyclobutyl)phenyl)-7-phenyl-1H-pyrido[2,3-b][1,4]oxazin-2(3H)-one), C(C)(C)(C)OC(NC1(CCC1)C1=CC=C(C=C1)C=1C(=CC=2N(C(N(CC2N1)CCF)=O)CCF)C1=CC=CC=C1)=O (tert-butyl(1-(4-(1,3-bis(2-fluoroethyl)-2-oxo-7-phenyl-1,2,3,4-tetrahydropyrido[3,2-d]pyrimidin-6-yl)phenyl)cyclobutyl)carbamate). The product is NC1(CCC1)C1=CC=C(C=C1)C=1C(=CC=2N(C(N(CC2N1)CCF)=O)CCF)C1=CC=CC=C1 (6-(4-(1-aminocyclobutyl)phenyl)-1,3-bis(2-fluoroethyl)-7-phenyl-3,4-dihydropyrido[3,2-d]pyrimidin-2(1H)-one). Yield: 36.0%. As a reaction SMILES: N1C=CN=C1CN1C(=O)COC2N=C(C3C=CC(C4(N)CCC4)=CC=3)C(C3C=CC=CC=3)=CC1=2.C(OC(=O)[NH:41][C:42]1([C:46]2[CH:51]=[CH:50][C:49]([C:52]3[C:53]([C:69]4[CH:74]=[CH:73][CH:72]=[CH:71][CH:70]=4)=[CH:54][C:55]4[N:56]([CH2:66][CH2:67][F:68])[C:57](=[O:65])[N:58]([CH2:62][CH2:63][F:64])[CH2:59][C:60]=4[N:61]=3)=[CH:48][CH:47]=2)[CH2:45][CH2:44][CH2:43]1)(C)(C)C>>[NH2:41][C:42]1([C:46]2[CH:51]=[CH:50][C:49]([C:52]3[C:53]([C:69]4[CH:70]=[CH:71][CH:72]=[CH:73][CH:74]=4)=[CH:54][C:55]4[N:56]([CH2:66][CH2:67][F:68])[C:57](=[O:65])[N:58]([CH2:62][CH2:63][F:64])[CH2:59][C:60]=4[N:61]=3)=[CH:48][CH:47]=2)[CH2:43][CH2:44][CH2:45]1. Procedure details: Following the procedure for 1-((1H-imidazol-2-yl)methyl)-6-(4-(1-aminocyclobutyl)phenyl)-7-phenyl-1H-pyrido[2,3-b][1,4]oxazin-2(3H)-one, tert-butyl(1-(4-(1,3-bis(2-fluoroethyl)-2-oxo-7-phenyl-1,2,3,4-tetrahydropyrido[3,2-d]pyrimidin-6-yl)phenyl)cyclobutyl)carbamate (15 mg, 0.03 mmol) was reacted to afford the title compound (5 mg, 27%). LCMS (Method D): RT=0.872 min, M-NH2=446. 1H NMR (500 MHz, MeOD): 7.52 (1H, s), 7.45-7.39 (4H, m), 7.32-7.30 (3H, m), 7.24-7.22 (2H, m), 4.81-4.77 (4H, m), 4.68 ... The reactants are O (water), FC1=C(C#N)C=CC(=C1)OCC1=CC(=CC=C1)F (2-fluoro-4-(3-fluoro-benzyloxy)-benzonitrile), [OH-].[Na+] (sodium hydroxide), O (water), Cl (hydrochloric acid). Product: FC1=C(C(=O)O)C=CC(=C1)OCC1=CC(=CC=C1)F (2-Fluoro-4-(3-fluoro-benzyloxy)-benzoic acid). The yield is 53.0%. RXN SMILES: [F:1][C:2]1[CH:9]=[C:8]([O:10][CH2:11][C:12]2[CH:17]=[CH:16][CH:15]=[C:14]([F:18])[CH:13]=2)[CH:7]=[CH:6][C:3]=1[C:4]#N.[OH-:19].[Na+].Cl.[OH2:22]>>[F:1][C:2]1[CH:9]=[C:8]([O:10][CH2:11][C:12]2[CH:17]=[CH:16][CH:15]=[C:14]([F:18])[CH:13]=2)[CH:7]=[CH:6][C:3]=1[C:4]([OH:22])=[O:19] |f:1.2|. Procedure details: A suspension of 2-fluoro-4-(3-fluoro-benzyloxy)-benzonitrile (24.5 g, 100 mmol) and sodium hydroxide (30 g, 750 mmol) in water (300 mL) was heated under reflux for 16 h. After cooling to room temperature the suspension was acidified to pH 2 with concentrated hydrochloric acid. The resulting mixture was diluted with water (100 mL) and extracted with ether (3×400 mL). The combined organic extracts were then washed with water and brine and then dried over sodium sulfate. Filtration and half evapora... Starting materials: O[C@]12C[C@H]([C@@H](C=C1)OCC1=CC=C(C=C1)[N+](=O)[O-])OC2=O ((1R,3R,4R)-1-hydroxy-4-(4′-nitrobenzyloxy)cyclohex-5-ene-1,3-carbolactone), [OH-].[Li+] (lithium hydroxide). Run in O (water), C1CCOC1 (THF). Product: O[C@@]1(C[C@H]([C@@H](C=C1)OCC1=CC=C(C=C1)[N+](=O)[O-])O)C(=O)O ((1R,3R,4R)-1,3-dihydroxy-4-(4′-nitrobenzyloxy)cyclohex-5-ene-1-carboxylic acid). Yield: 74.0%. RXN SMILES: [OH:1][C@@:2]12[C:20](=[O:21])[O:19][C@@H:4]([C@H:5]([O:8][CH2:9][C:10]3[CH:15]=[CH:14][C:13]([N+:16]([O-:18])=[O:17])=[CH:12][CH:11]=3)[CH:6]=[CH:7]1)[CH2:3]2.[OH-:22].[Li+]>C1COCC1.O>[OH:1][C@@:2]1([C:20]([OH:19])=[O:21])[CH:7]=[CH:6][C@@H:5]([O:8][CH2:9][C:10]2[CH:15]=[CH:14][C:13]([N+:16]([O-:18])=[O:17])=[CH:12][CH:11]=2)[C@H:4]([OH:22])[CH2:3]1 |f:1.2|. Procedure: A solution of carbolactone VIII (28 mg, 0.10 mmol) in 1 mL of THF and 0.5 mL of a 0.5 M lithium hydroxide aqueous solution was stirred at room temperature for 1 hour. The resulting solution was diluted with milliQ water (5 mL) and treated with Amberlite IR-120 (H+) to pH 6. The resin was filtered and washed with milliQ water (15 mL). The filtrate was concentrated under reduced pressure to give 23 mg of acid IX (74%) in a pale solid yellow form. [α]25D−121° (c 1.1 in CH3OH); 1H-NMR (250 MHz, CD3O...